This data is from the Open Reaction Database (ORD), a public repository of structured organic reaction records. The task is: describe an organic reaction: reactants, conditions, products, and yield Starting materials: C1CCOC1, C[Si](C)(C)[N-][Si](C)(C)C, Cc1ccccc1, COC(=O)c1ccc(C(=O)Cl)cc1, [K+], N#Cc1ccc2[nH]c(-c3cccnc3)cc2c1. Yields the product COC(=O)c1ccc(C(=O)n2c(-c3cccnc3)cc3cc(C#N)ccc32)cc1. Reaction SMILES: [CH2:48]1[O:49][CH2:50][CH2:51][CH2:52]1.[CH3:19][Si:20]([N-:21][Si:22]([CH3:23])([CH3:24])[CH3:25])([CH3:26])[CH3:27].[CH3:28][c:29]1[cH:30][cH:31][cH:32][cH:33][cH:34]1.[CH3:35][O:36][C:37]([c:38]1[cH:39][cH:40][c:41]([C:44](=[O:45])[Cl:46])[cH:42][cH:43]1)=[O:47].[K+:18].[n:1]1[cH:2][c:3](-[c:7]2[nH:8][c:9]3[cH:10][cH:11][c:12]([C:16]#[N:17])[cH:13][c:14]3[cH:15]2)[cH:4][cH:5][cH:6]1>>[n:1]1[cH:2][c:3](-[c:7]2[n:8]([C:44]([c:41]3[cH:40][cH:39][c:38]([C:37]([O:36][CH3:35])=[O:47])[cH:43][cH:42]3)=[O:45])[c:9]3[cH:10][cH:11][c:12]([C:16]#[N:17])[cH:13][c:14]3[cH:15]2)[cH:4][cH:5][cH:6]1. The reactants are IC1=C(N)C=CC=C1 (2-Iodoaniline), C1(=CC=CC=C1)P(C1=CC=CC=C1)C1=CC=CC=C1 (triphenyl phosphine), C(C)(=O)[O-].[K+] (potassium acetate), N1=CC=C(C=C1)C#CC1=CC=C(C=C1)F (1-(4-pyridyl)-2-(4-fluorophenyl)ethyne). The reagents and catalysts are [Cl-].C(CCC)[N+](CCCC)(CCCC)CCCC (tetrabutylammonium chloride), C(C)(=O)[O-].[Pd+2].C(C)(=O)[O-] (palladium acetate). Solvent: CN(C)C=O (DMF), O (water). Reaction conditions: temperature 100 celsius. The product is N1=CC=C(C=C1)C1=C(NC2=CC=CC=C12)C1=CC=C(C=C1)F (3-(4-pyridyl)-2-(4-fluorophenyl)indole), ( 4 ). Reaction SMILES: I[C:2]1[CH:8]=[CH:7][CH:6]=[CH:5][C:3]=1[NH2:4].C1(P(C2C=CC=CC=2)C2C=CC=CC=2)C=CC=CC=1.C([O-])(=O)C.[K+].[N:33]1[CH:38]=[CH:37][C:36]([C:39]#[C:40][C:41]2[CH:46]=[CH:45][C:44]([F:47])=[CH:43][CH:42]=2)=[CH:35][CH:34]=1>[Cl-].C([N+](CCCC)(CCCC)CCCC)CCC.C([O-])(=O)C.[Pd+2].C([O-])(=O)C.O.CN(C=O)C>[N:33]1[CH:38]=[CH:37][C:36]([C:39]2[C:2]3[C:3](=[CH:5][CH:6]=[CH:7][CH:8]=3)[NH:4][C:40]=2[C:41]2[CH:42]=[CH:43][C:44]([F:47])=[CH:45][CH:46]=2)=[CH:35][CH:34]=1 |f:2.3,5.6,7.8.9|. Procedure: 2-Iodoaniline (2) (525 mg, 2.40 mmol) was added to palladium acetate (26.9 mg, 0.120 mmol), triphenyl phosphine (31.5 mg, 0 .120 mmol), potassium acetate (1.18 g, 12.0 mmol), tetrabutylammonium chloride (547 mg, 2.40 mmol), 1-(4-pyridyl)-2-(4-fluorophenyl)ethyne (1) (1.0 g, 4.8 mmol), and DMF (20 mL). The reaction was warmed to 100° C. for 17 h under argon. After cooling to 23° C., the reaction was poured into water (200 mL), extracted with ethyl acetate (3×100 mL), and dried (MgSO4). After conc... Starting materials: BrC1=CC2=C(N(C(CN=C2C=2C=C(C#N)C=CC2)=O)C)C=C1OC (3-(7-bromo-8-methoxy-1-methyl-2-oxo-2,3-dihydro-1H-benzo[e][1,4]diazepin-5-yl)-benzonitrile), C1(=CC=CC=C1)B(O)O (benzene boronic acid), C(C)(=O)C1=CC=C(C=C1)B(O)O (4-acetylphenyl boronic acid). The product is C(C)(=O)C1=CC=C(C=C1)C1=CC2=C(N(C(CN=C2C=2C=C(C#N)C=CC2)=O)C)C=C1OC (3-[7-(4-Acetylphenyl)-8-methoxy-1-methyl-2-oxo-2,3-dihydro-1H-benzo[e][1,4]diazepin-5-yl]-benzonitrile). Yield: 51.0%. RXN SMILES: Br[C:2]1[C:22]([O:23][CH3:24])=[CH:21][C:5]2[N:6]([CH3:20])[C:7](=[O:19])[CH2:8][N:9]=[C:10]([C:11]3[CH:12]=[C:13]([CH:16]=[CH:17][CH:18]=3)[C:14]#[N:15])[C:4]=2[CH:3]=1.C1(B(O)O)C=CC=CC=1.[C:34]([C:37]1[CH:42]=[CH:41][C:40](B(O)O)=[CH:39][CH:38]=1)(=[O:36])[CH3:35]>>[C:34]([C:37]1[CH:42]=[CH:41][C:40]([C:2]2[C:22]([O:23][CH3:24])=[CH:21][C:5]3[N:6]([CH3:20])[C:7](=[O:19])[CH2:8][N:9]=[C:10]([C:11]4[CH:12]=[C:13]([CH:16]=[CH:17][CH:18]=4)[C:14]#[N:15])[C:4]=3[CH:3]=2)=[CH:39][CH:38]=1)(=[O:36])[CH3:35]. Procedure details: Prepared from 3-(7-bromo-8-methoxy-1-methyl-2-oxo-2,3-dihydro-1H-benzo[e][1,4]diazepin-5-yl)-benzonitrile Intermediate 9 using the same method described for Example 1 and instead of using benzene boronic acid, we used 4-acetylphenyl boronic acid. The title compound (83 mg) was obtained as a pale green solid, (yield=51%). Starting materials: COC1=CC=C(C=C1)C(C1=CC=CC=C1)(C1=CC=C(C=C1)OC)NC=1OC[C@@H]([C@@](N1)(C)C1=C(C=CC(=C1)Br)F)F ([bis-(4-methoxy-phenyl)-phenyl-methyl]-[(4R,5R)-4-(5-bromo-2-fluoro-phenyl)-5-fluoro-4-methyl-5,6-dihydro-4H-[1,3]oxazin-2-yl]-amine), FC(OC1=C(N)C=CC=C1)F (2-(difluoromethoxy)aniline). The product is COC1=CC=C(C=C1)C(C1=CC=CC=C1)(C1=CC=C(C=C1)OC)NC=1OC[C@@H]([C@@](N1)(C)C1=C(C=CC(=C1)NC1=C(C=CC=C1)OC(F)F)F)F ([Bis-(4-methoxy-phenyl)-phenyl-methyl]-{(4R,5R)-4-[5-(2-difluoromethoxy-phenylamino)-2-fluoro-phenyl]-5-fluoro-4-methyl-5,6-dihydro-4H-[1,3]oxazin-2-yl}-amine). Yield: 45.0%. As a reaction SMILES: [CH3:1][O:2][C:3]1[CH:8]=[CH:7][C:6]([C:9]([NH:24][C:25]2[O:26][CH2:27][C@H:28]([F:40])[C@:29]([C:32]3[CH:37]=[C:36](Br)[CH:35]=[CH:34][C:33]=3[F:39])([CH3:31])[N:30]=2)([C:16]2[CH:21]=[CH:20][C:19]([O:22][CH3:23])=[CH:18][CH:17]=2)[C:10]2[CH:15]=[CH:14][CH:13]=[CH:12][CH:11]=2)=[CH:5][CH:4]=1.[F:41][CH:42]([F:51])[O:43][C:44]1[CH:50]=[CH:49][CH:48]=[CH:47][C:45]=1[NH2:46]>>[CH3:1][O:2][C:3]1[CH:8]=[CH:7][C:6]([C:9]([NH:24][C:25]2[O:26][CH2:27][C@H:28]([F:40])[C@:29]([C:32]3[CH:37]=[C:36]([NH:46][C:45]4[CH:47]=[CH:48][CH:49]=[CH:50][C:44]=4[O:43][CH:42]([F:41])[F:51])[CH:35]=[CH:34][C:33]=3[F:39])([CH3:31])[N:30]=2)([C:16]2[CH:21]=[CH:20][C:19]([O:22][CH3:23])=[CH:18][CH:17]=2)[C:10]2[CH:15]=[CH:14][CH:13]=[CH:12][CH:11]=2)=[CH:5][CH:4]=1. Reported procedure: In a manner analogous to that described in Example 3 a), the amination of [bis-(4-methoxy-phenyl)-phenyl-methyl]-[(4R,5R)-4-(5-bromo-2-fluoro-phenyl)-5-fluoro-4-methyl-5,6-dihydro-4H-[1,3]oxazin-2-yl]-amine (intermediate C4.3) with 2-(difluoromethoxy)aniline yielded the title compound (45% yield) as a pale yellow foam. MS (ISP): m/z=686.5 [M+H]+. The reactants are CC(=O)NN(CCO)c1ccccc1, Cl, [Na+], [OH-]. Product: NN(CCO)c1ccccc1. RXN SMILES: [C:1](=[O:2])([CH3:3])[NH:4][N:5]([c:6]1[cH:7][cH:8][cH:9][cH:10][cH:11]1)[CH2:12][CH2:13][OH:14].[ClH:17].[Na+:16].[OH-:15]>>[NH2:4][N:5]([c:6]1[cH:7][cH:8][cH:9][cH:10][cH:11]1)[CH2:12][CH2:13][OH:14]. The reactants are FC1=CC=C(OC2=CC=C(C=O)C=C2)C=C1 (4-(4-fluorophenoxy)benzaldehyde), ClC1=CC(=CC=C1)C(=O)OO (m-chloroperbenzoic acid). Run in C(Cl)(Cl)Cl (CHCl3). Reaction conditions: time 3 hour. Yields the product FC1=CC=C(OC2=CC=C(C=C2)O)C=C1 (4-(4-fluorophenoxy)phenol). As a reaction SMILES: [F:1][C:2]1[CH:16]=[CH:15][C:5]([O:6][C:7]2[CH:14]=[CH:13][C:10](C=O)=[CH:9][CH:8]=2)=[CH:4][CH:3]=1.ClC1C=CC=C(C(OO)=[O:25])C=1>C(Cl)(Cl)Cl>[F:1][C:2]1[CH:16]=[CH:15][C:5]([O:6][C:7]2[CH:14]=[CH:13][C:10]([OH:25])=[CH:9][CH:8]=2)=[CH:4][CH:3]=1. Reported procedure: A solution of 4-(4-fluorophenoxy)benzaldehyde (9.00 g, 41.63 mmol) in CHCl3 (75 mL) was treated with m-chloroperbenzoic acid (46-85%, 15.80 g, 52.00 mmol) and stirred for 3 h at room temperature. The reaction was washed with sat. aq. NaHSO3, sat. aq. NaHCO3, and water. The organic layer is concentrated and the residual oil taken up in MeOH (10 mL) containing a few drops of conc. HCL and stirred for 1 h at room temperature. The solvent is removed in vacuo and the resulting oil was chromatographed... The reactants are CC(C)(C)c1csc(CO)n1, CC(C)(C)[O-], COC(=O)c1cccc(Cl)n1, [K+], O. The product is COC(=O)c1cccc(OCc2nc(C(C)(C)C)cs2)n1. Reaction SMILES: [C:1]([CH3:2])([CH3:3])([CH3:4])[c:5]1[n:6][c:7]([CH2:10][OH:11])[s:8][cH:9]1.[CH3:12][C:13]([CH3:14])([O-:15])[CH3:16].[Cl:18][c:19]1[cH:20][cH:21][cH:22][c:23]([C:25](=[O:26])[O:27][CH3:28])[n:24]1.[K+:17].[OH2:29]>>[C:1]([CH3:2])([CH3:3])([CH3:4])[c:5]1[n:6][c:7]([CH2:10][O:11][c:19]2[cH:20][cH:21][cH:22][c:23]([C:25](=[O:26])[O:27][CH3:28])[n:24]2)[s:8][cH:9]1. Reactants: NC(=O)CCC(=O)NBr, Cc1cccc(-c2c(Br)oc3ccc(Cl)cc23)c1, ClC(Cl)(Cl)Cl. Yields the product Clc1ccc2oc(Br)c(-c3cccc(CBr)c3)c2c1. As a reaction SMILES: [Br:19][NH:20][C:21](=[O:22])[CH2:23][CH2:24][C:25]([NH2:26])=[O:27].[Br:1][c:2]1[o:3][c:4]2[c:5]([c:6]1-[c:7]1[cH:8][c:9]([CH3:13])[cH:10][cH:11][cH:12]1)[cH:14][c:15]([Cl:18])[cH:16][cH:17]2.[C:28]([Cl:29])([Cl:30])([Cl:31])[Cl:32]>>[Br:1][c:2]1[o:3][c:4]2[c:5]([c:6]1-[c:7]1[cH:8][c:9]([CH2:13][Br:19])[cH:10][cH:11][cH:12]1)[cH:14][c:15]([Cl:18])[cH:16][cH:17]2. The reactants are CI, CN(C)C=O, COC(=O)C=Cc1[nH]c2ccc(OC)c([N+](=O)[O-])c2c1C(=O)OC, [H-], N#N, [Na+], [Na+], O=S(=O)([O-])O. Yields the product COC(=O)C=Cc1c(C(=O)OC)c2c([N+](=O)[O-])c(OC)ccc2n1C. RXN SMILES: [CH3:29][I:30].[CH3:37][N:38]([CH3:39])[CH:40]=[O:41].[CH3:5][O:6][c:7]1[c:8]([N+:26](=[O:27])[O-:28])[c:9]2[c:10]([C:22](=[O:23])[O:24][CH3:25])[c:11]([CH:16]=[CH:17][C:18](=[O:19])[O:20][CH3:21])[nH:12][c:13]2[cH:14][cH:15]1.[H-:4].[N:1]#[N:2].[Na+:36].[Na+:3].[S:31](=[O:32])(=[O:33])([OH:34])[O-:35]>>[CH3:5][O:6][c:7]1[c:8]([N+:26](=[O:27])[O-:28])[c:9]2[c:10]([C:22](=[O:23])[O:24][CH3:25])[c:11]([CH:16]=[CH:17][C:18](=[O:19])[O:20][CH3:21])[n:12]([CH3:29])[c:13]2[cH:14][cH:15]1.